Dataset: the Open Reaction Database (ORD), a public repository of structured organic reaction records. Task: describe an organic reaction: reactants, conditions, products, and yield Starting materials: C(CCCC)[Si]1(CCC(CC1)=O)C1=CC=CC=C1 (4-n-pentyl-4-phenyl-4-silacyclohexanone), BrC1=CC=C(C=C1)O[Si](C)(C)C(C)(C)C (4-bromo-1-(t-butyldimethylsiloxy)benzene), BrCC(F)(F)F (1-bromo-2,2,2-trifluoroethane). Yields the product C(CCCC)[Si@@H]1CC[C@H](CC1)C1=CC=C(C=C1)OCC(F)(F)F (4-(trans-4-n-pentyl-4-silacyclohexyl)-1-(2,2,2-trifluoroethoxy)benzene). Reaction SMILES: C([Si:6]1([C:13]2[CH:18]=[CH:17][CH:16]=[CH:15]C=2)[CH2:11][CH2:10][C:9](=O)[CH2:8][CH2:7]1)CCCC.Br[C:20]1[CH:25]=[CH:24][C:23]([O:26][Si](C(C)(C)C)(C)C)=[CH:22][CH:21]=1.Br[CH2:35][C:36]([F:39])([F:38])[F:37]>>[CH2:13]([Si@H:6]1[CH2:7][CH2:8][C@H:9]([C:20]2[CH:21]=[CH:22][C:23]([O:26][CH2:35][C:36]([F:39])([F:38])[F:37])=[CH:24][CH:25]=2)[CH2:10][CH2:11]1)[CH2:18][CH2:17][CH2:16][CH3:15]. Procedure: The general procedure of Example 17 was repeated using 4-n-pentyl-4-phenyl-4-silacyclohexanone, 4-bromo-1-(t-butyldimethylsiloxy)benzene and 1-bromo-2,2,2-trifluoroethane, thereby obtaining the intended compound. Starting materials: C(C)(=O)N1C[C@@H](N([C@H](C1)C)C=1OC=2C(N1)=C(C=CC2)C(=O)OC)C (methyl 2-((2S,6S)-4-acetyl-2,6-dimethylpiperazin-1-yl)benzoxazole-4-carboxylate), O.[OH-].[Li+] (lithium hydroxide monohydrate). Product: C(C)(=O)N1C[C@@H](N([C@H](C1)C)C=1OC=2C(N1)=C(C=CC2)C(=O)[O-])C.[Li+] (lithium 2-((2S,6S)-4-acetyl-2,6-dimethylpiperazin-1-yl)benzoxazole-4-carboxylate). Reaction SMILES: [C:1]([N:4]1[CH2:9][C@H:8]([CH3:10])[N:7]([C:11]2[O:12][C:13]3[C:14](=[C:16]([C:20]([O:22]C)=[O:21])[CH:17]=[CH:18][CH:19]=3)[N:15]=2)[C@@H:6]([CH3:24])[CH2:5]1)(=[O:3])[CH3:2].O.[OH-].[Li+:27]>>[C:1]([N:4]1[CH2:9][C@H:8]([CH3:10])[N:7]([C:11]2[O:12][C:13]3[C:14](=[C:16]([C:20]([O-:22])=[O:21])[CH:17]=[CH:18][CH:19]=3)[N:15]=2)[C@@H:6]([CH3:24])[CH2:5]1)(=[O:3])[CH3:2].[Li+:27] |f:1.2.3,4.5|. Procedure: Following general procedure GP-B2, methyl 2-((2S,6S)-4-acetyl-2,6-dimethylpiperazin-1-yl)benzoxazole-4-carboxylate was reacted with lithium hydroxide monohydrate to provide lithium 2-((2S,6S)-4-acetyl-2,6-dimethylpiperazin-1-yl)benzoxazole-4-carboxylate. 1H NMR and MS consistent. Yields the product CN(C(=O)CC(COC=1C=C2C=CC(NC2=CC1)=O)C)C1C(CCCC1)C (6-{3-[N-methyl-N-(2-methylcyclohexyl)-aminocarbonyl]-2-methylpropoxy}carbostyril). Reported procedure: 2.6 Grams of 6-(3-carboxy-2-methylpropoxy)-carbostyril and 1.4 g of potassium carbonate are added to 50 ml of dimethylformamide, followed by dropwise addition of 1.1 ml of isobutyl chloroformate under external ice cooling and agitation while maintaining the internal temperature at 10° to 20° C. After this dropwise addition, the mixture is agitated at 30° to 40° C. for 2 hours and then added with 1.6 ml of N-methyl-2-methylcyclohexylamine, followed by additional 2-hour agitation at the same tempe... Solvent: CN(C=O)C (dimethylformamide). Reactants: CNC1C(CCCC1)C (N-methyl-2-methylcyclohexylamine), [Na+].[Cl-] (NaCl), C(=O)(O)CC(COC=1C=C2C=CC(NC2=CC1)=O)C (6-(3-carboxy-2-methylpropoxy)-carbostyril), C([O-])([O-])=O.[K+].[K+] (potassium carbonate), ClC(=O)OCC(C)C (isobutyl chloroformate). Conditions: time 2 hour. Reaction SMILES: [C:1]([CH2:4][CH:5]([CH3:19])[CH2:6][O:7][C:8]1[CH:9]=[C:10]2[C:15](=[CH:16][CH:17]=1)[NH:14][C:13](=[O:18])[CH:12]=[CH:11]2)([OH:3])=O.C(=O)([O-])[O-].[K+].[K+].ClC(OCC(C)C)=O.[CH3:34][NH:35][CH:36]1[CH2:41][CH2:40][CH2:39][CH2:38][CH:37]1[CH3:42].[Na+].[Cl-]>CN(C)C=O>[CH3:34][N:35]([CH:36]1[CH2:41][CH2:40][CH2:39][CH2:38][CH:37]1[CH3:42])[C:1]([CH2:4][CH:5]([CH3:19])[CH2:6][O:7][C:8]1[CH:9]=[C:10]2[C:15](=[CH:16][CH:17]=1)[NH:14][C:13](=[O:18])[CH:12]=[CH:11]2)=[O:3] |f:1.2.3,6.7|. Starting materials: C[S+](C)C, C[O-], CC#N, COS(=O)(=O)[O-], CC1(C(=O)COc2ccc(Cl)cc2)CC1(F)F, [Na+], O. Yields the product CC1(C2(COc3ccc(Cl)cc3)CO2)CC1(F)F. Reaction SMILES: [CH3:10][S+:11]([CH3:12])[CH3:13].[CH3:1][O-:2].[CH3:32][C:33]#[N:34].[CH3:4][O:5][S:6]([O-:7])(=[O:8])=[O:9].[Cl:14][c:15]1[cH:16][cH:17][c:18]([O:19][CH2:20][C:21](=[O:22])[C:23]2([CH3:28])[C:24]([F:26])([F:27])[CH2:25]2)[cH:29][cH:30]1.[Na+:3].[OH2:31]>>[CH2:4]1[O:5][C:21]1([CH2:20][O:19][c:18]1[cH:17][cH:16][c:15]([Cl:14])[cH:30][cH:29]1)[C:23]1([CH3:28])[C:24]([F:26])([F:27])[CH2:25]1. Reactants: C1(=C(C=CC=C1)N)N (o-phenylene diamine), C(C)(=O)OC(C)=O (acetic anhydride), BrBr (bromine), BrBr (bromine). Run in C(C)(=O)O (acetic acid). Conditions: temperature 65 celsius, time 12 hour. Yields the product BrC1=CC(=C(C=C1)N)N (4-bromo-phenylene diamine). Isolated yield 40.0%. RXN SMILES: [C:1]1([NH2:8])[CH:6]=[CH:5][CH:4]=[CH:3][C:2]=1[NH2:7].C(OC(=O)C)(=O)C.[Br:16]Br>C(O)(=O)C>[Br:16][C:5]1[CH:4]=[CH:3][C:2]([NH2:7])=[C:1]([NH2:8])[CH:6]=1. Procedure details: In 64 ml of acetic acid, 8.0 g of o-phenylene diamine was dissolved, to which 15.3 ml of acetic anhydride was added drop-wise under cooling. Then the mixture was heated for 30 minutes in an oil bath at 65° C. After cooling to room temperature, a solution of bromine (4.6 ml bromine in 16 ml acetic acid) was quickly added, followed by heating for 40 minutes in an oil bath at 50° C. About 10 minutes after adding bromine, crystals started to precipitate. The reaction mixture was cooled to room tempe...